This data is from the Open Reaction Database (ORD), a public repository of structured organic reaction records. The task is: describe an organic reaction: reactants, conditions, products, and yield Reactants: CC(C)O (i-PrOH), O (water), CC1(CC(CC(C1)(C)CN=C=O)N=C=O)C (IPDI), CC(C)O (i-PrOH), amine. Yields the product CC1(CC(CC(C1)(C)CN=C=O)N=C=O)C.CC(COCC(C)OCC(C)OCC(C)N)N (IPDI JEFFAMINE). As a reaction SMILES: [CH3:1][C:2]1([CH3:16])[CH2:7][C:6]([CH2:9][N:10]=[C:11]=[O:12])([CH3:8])[CH2:5][CH:4]([N:13]=[C:14]=[O:15])[CH2:3]1.[OH2:17].[CH3:18][CH:19]([OH:21])[CH3:20]>>[CH3:1][C:2]1([CH3:16])[CH2:7][C:6]([CH2:9][N:10]=[C:11]=[O:12])([CH3:8])[CH2:5][CH:4]([N:13]=[C:14]=[O:15])[CH2:3]1.[CH3:3][CH:4]([NH2:13])[CH2:5][O:17][CH2:18][CH:19]([O:21][CH2:18][CH:19]([O:21][CH2:5][CH:4]([NH2:13])[CH3:3])[CH3:20])[CH3:20] |f:3.4|. Reported procedure: The same experimental procedures were repeated. A mixture of IPDI (22.2 g, 0.10 M) in i-PrOH (11.2 g) was added into the solution of D-230 (46 g, 0.20 M) in i-PrOH (18 g)-and water (5 g) over a 3 hour period at 20°-30° C. The resulting product solution was analyzed to be 1.88 meq/g for amine (calc. 1.95 meq/g).